From a dataset of the Open Reaction Database (ORD), a public repository of structured organic reaction records. describe an organic reaction: reactants, conditions, products, and yield The product is OC(c1ccc(OCCCc2ccccc2)cc1)C1CO1. The reactants are O=C(OO)c1cccc(Cl)c1, [Na+], [OH-], C=CC(O)c1ccc(OCCCc2ccccc2)cc1. As a reaction SMILES: [Cl:21][c:22]1[cH:23][cH:24][cH:25][c:26]([C:27]([O:28][OH:30])=[O:29])[cH:31]1.[Na+:33].[OH-:32].[c:1]1([CH2:7][CH2:8][CH2:9][O:10][c:11]2[cH:12][cH:13][c:14]([CH:17]([CH:18]=[CH2:19])[OH:20])[cH:15][cH:16]2)[cH:2][cH:3][cH:4][cH:5][cH:6]1>>[c:1]1([CH2:7][CH2:8][CH2:9][O:10][c:11]2[cH:12][cH:13][c:14]([CH:17]([CH:18]3[CH2:19][O:29]3)[OH:20])[cH:15][cH:16]2)[cH:2][cH:3][cH:4][cH:5][cH:6]1. Reported procedure: The title compound was synthesized analogous to Example 23, using 1-isocyanato-4-(trifluoromethyl)benzene and intermediate 3. Yield: 79%; 1H NMR (DMSO-d6, 300 MHz): δ 9.14 (s, 1H), 8.99 (s, 1H), 8.80 (d, 1H), 8.32 (s, 1H), 8.06 (d, 2H), 7.66 (bs, 4H), 7.61 (d, 2H), 4.37 (s, 1H), 3.70 (s, 3H), 2.32 (m, 1H), 0.97 (s, 6H). Yield: 79.0%. Yields the product COC(C(C(C)C)NC(=O)C=1SC=C(N1)C1=CC=C(C=C1)NC(=O)NC1=CC=C(C=C1)C(F)(F)F)=O (Methyl-3-methyl-2-(4-(4-(3-(4-(trifluoromethyl)phenyl)ureido)phenyl) thiazole-2-carboxamido)butanoate). Reactants: N(=C=O)C1=CC=C(C=C1)C(F)(F)F (1-isocyanato-4-(trifluoromethyl)benzene), CC(C(C(=O)OC)NC(=O)C=1SC=C(N1)C1=CC=C(C=C1)[N+](=O)[O-])C (Methyl 3-methyl-2-(4-(4-nitrophenyl)thiazole-2-carboxamido)butanoate). RXN SMILES: [N:1]([C:4]1[CH:9]=[CH:8][C:7]([C:10]([F:13])([F:12])[F:11])=[CH:6][CH:5]=1)=[C:2]=[O:3].[CH3:14][CH:15]([CH3:38])[CH:16]([NH:21][C:22]([C:24]1[S:25][CH:26]=[C:27]([C:29]2[CH:34]=[CH:33][C:32]([N+:35]([O-])=O)=[CH:31][CH:30]=2)[N:28]=1)=[O:23])[C:17]([O:19][CH3:20])=[O:18]>>[CH3:20][O:19][C:17](=[O:18])[CH:16]([NH:21][C:22]([C:24]1[S:25][CH:26]=[C:27]([C:29]2[CH:30]=[CH:31][C:32]([NH:35][C:2]([NH:1][C:4]3[CH:5]=[CH:6][C:7]([C:10]([F:11])([F:12])[F:13])=[CH:8][CH:9]=3)=[O:3])=[CH:33][CH:34]=2)[N:28]=1)=[O:23])[CH:15]([CH3:38])[CH3:14]. The reactants are O=C([O-])[O-], CC(C)=O, N#CCCl, [Cs+], [Cs+], Cc1cc(O)cc(C)c1C=O. The product is Cc1cc(OCC#N)cc(C)c1C=O. As a reaction SMILES: [C:16](=[O:17])([O-:18])[O-:19].[CH3:22][C:23](=[O:24])[CH3:25].[Cl:12][CH2:13][C:14]#[N:15].[Cs+:20].[Cs+:21].[OH:1][c:2]1[cH:3][c:4]([CH3:11])[c:5]([CH:6]=[O:7])[c:8]([CH3:10])[cH:9]1>>[O:1]([c:2]1[cH:3][c:4]([CH3:11])[c:5]([CH:6]=[O:7])[c:8]([CH3:10])[cH:9]1)[CH2:13][C:14]#[N:15]. Reported procedure: Treatment of 3-bromo-2-methoxyphenol with dihydropyran and an acid catalyst as described herein affords 2-methoxy-3-tetrahydropyranyloxy-1-bromobenzene. Reaction SMILES: [Br:1][C:2]1[C:3]([O:9][CH3:10])=[C:4]([OH:8])[CH:5]=[CH:6][CH:7]=1.[O:11]1[CH:16]=[CH:15][CH2:14][CH2:13][CH2:12]1>>[CH3:10][O:9][C:3]1[C:4]([O:8][CH:12]2[CH2:13][CH2:14][CH2:15][CH2:16][O:11]2)=[CH:5][CH:6]=[CH:7][C:2]=1[Br:1]. Starting materials: BrC=1C(=C(C=CC1)O)OC (3-bromo-2-methoxyphenol), O1CCCC=C1 (dihydropyran). Product: COC1=C(C=CC=C1OC1OCCCC1)Br (2-methoxy-3-tetrahydropyranyloxy-1-bromobenzene). Starting materials: CC(C)(C)OC(=O)NCCN1CC2CNCC(C1)O2, Cc1cc(C)c(S(=O)(=O)O)c(C)c1, [Na+], [Na+], O=C([O-])[O-], N#Cc1ccc(OCC2CO2)cc1, O. Yields the product CC(C)(C)OC(=O)NCCN1CC2CN(CC(O)COc3ccc(C#N)cc3)CC(C1)O2. As a reaction SMILES: [C:20]([CH3:21])([CH3:22])([CH3:23])[O:24][C:25]([NH:26][CH2:27][CH2:28][N:29]1[CH2:30][CH:31]2[CH2:32][NH:33][CH2:34][CH:35]([CH2:36]1)[O:37]2)=[O:38].[CH3:7][c:8]1[cH:9][c:10]([CH3:11])[cH:12][c:13]([CH3:14])[c:15]1[S:16]([OH:17])(=[O:18])=[O:19].[Na+:1].[Na+:2].[O-:3][C:4](=[O:5])[O-:6].[O:39]1[CH:40]([CH2:42][O:43][c:44]2[cH:45][cH:46][c:47]([C:48]#[N:49])[cH:50][cH:51]2)[CH2:41]1.[OH2:52]>>[C:20]([CH3:21])([CH3:22])([CH3:23])[O:24][C:25]([NH:26][CH2:27][CH2:28][N:29]1[CH2:30][CH:31]2[CH2:32][N:33]([CH2:41][CH:40]([OH:39])[CH2:42][O:43][c:44]3[cH:45][cH:46][c:47]([C:48]#[N:49])[cH:50][cH:51]3)[CH2:34][CH:35]([CH2:36]1)[O:37]2)=[O:38]. The reactants are ClC1=C(C(=O)OC(C)C)C=C(C(=C1)F)NC(=O)NC=1CSCC1C(=O)OC (isopropyl 2-chloro-4-fluoro-5-{3-[4-(methoxycarbonyl)-2,5-dihydrothien-3-yl]ureido}-benzoate), [Na] (sodium). Run in C(C)(C)O.CN(C=O)C (isopropanol dimethylformamide). Product: ClC1=C(C(=O)OC(C)C)C=C(C(=C1)F)N1C(NC2=C(C1=O)CSC2)=O (isopropyl 2-chloro-4-fluoro-5-{1,2,5,7-tetrahydro-2,4-dioxothieno[3,4-d]pyrimidin-3(4H)-yl}-benzoate). RXN SMILES: [Cl:1][C:2]1[CH:13]=[C:12]([F:14])[C:11]([NH:15][C:16]([NH:18][C:19]2[CH2:20][S:21][CH2:22][C:23]=2[C:24]([O:26]C)=O)=[O:17])=[CH:10][C:3]=1[C:4]([O:6][CH:7]([CH3:9])[CH3:8])=[O:5].[Na]>C(O)(C)C.CN(C)C=O>[Cl:1][C:2]1[CH:13]=[C:12]([F:14])[C:11]([N:15]2[C:24](=[O:26])[C:23]3[CH2:22][S:21][CH2:20][C:19]=3[NH:18][C:16]2=[O:17])=[CH:10][C:3]=1[C:4]([O:6][CH:7]([CH3:9])[CH3:8])=[O:5] |f:2.3,^1:27|. Procedure details: using isopropyl 2-chloro-4-fluoro-5-{3-[4-(methoxycarbonyl)-2,5-dihydrothien-3-yl]ureido}-benzoate with sodium isopropylate in an isopropanol/dimethylformamide mixture there is obtained isopropyl 2-chloro-4-fluoro-5-{1,2,5,7-tetrahydro-2,4-dioxothieno[3,4-d]pyrimidin-3(4H)-yl}-benzoate, m.p. 180°-183° C., Reactants: [Br-], O=C(Cl)Oc1ccc(Oc2ccc(C(F)(F)F)cn2)cc1, [K+], CC(c1ccccc1)N1CCNCC1. Yields the product CC(c1ccccc1)N1CCN(C(=O)Oc2ccc(Oc3ccc(C(F)(F)F)cn3)cc2)CC1, Cl. RXN SMILES: [Br-:36].[Cl:1][C:2](=[O:3])[O:4][c:5]1[cH:6][cH:7][c:8]([O:11][c:12]2[n:13][cH:14][c:15]([C:18]([F:19])([F:20])[F:21])[cH:16][cH:17]2)[cH:9][cH:10]1.[K+:37].[c:22]1([CH:28]([CH3:29])[N:30]2[CH2:31][CH2:32][NH:33][CH2:34][CH2:35]2)[cH:23][cH:24][cH:25][cH:26][cH:27]1>>[C:2](=[O:3])([O:4][c:5]1[cH:6][cH:7][c:8]([O:11][c:12]2[n:13][cH:14][c:15]([C:18]([F:19])([F:20])[F:21])[cH:16][cH:17]2)[cH:9][cH:10]1)[N:33]1[CH2:32][CH2:31][N:30]([CH:28]([c:22]2[cH:23][cH:24][cH:25][cH:26][cH:27]2)[CH3:29])[CH2:35][CH2:34]1.[ClH:1].